The task is: describe an organic reaction: reactants, conditions, products, and yield. This data is from the Open Reaction Database (ORD), a public repository of structured organic reaction records. Reactants: CO, ClCCl, Cc1ccc(O)c(C(O)c2ccccc2)n1. Product: Cc1ccc(O)c(C(=O)c2ccccc2)n1. Reaction SMILES: [CH3:20][OH:21].[Cl:17][CH2:18][Cl:19].[OH:1][CH:2]([c:3]1[n:4][c:5]([CH3:10])[cH:6][cH:7][c:8]1[OH:9])[c:11]1[cH:12][cH:13][cH:14][cH:15][cH:16]1>>[O:1]=[C:2]([c:3]1[n:4][c:5]([CH3:10])[cH:6][cH:7][c:8]1[OH:9])[c:11]1[cH:12][cH:13][cH:14][cH:15][cH:16]1. Starting materials: CC1=CC(CCC1)=O (3-methyl-cyclohex-2-en-1-one), CuBr, Cl (hydrochloric acid), C[Al](C)C (trimethylaluminum), C[Si](C)(C)Cl (trimethylsilyl chloride). The solvent is C1CCOC1 (THF), CCCCCC (hexane). Run at time 3 hour. Product: CC1(CC(CCC1)=O)C (3,3-dimethylcyclohexanone). Isolated yield 97.0%. RXN SMILES: [CH3:1][C:2]1[CH2:7][CH2:6][CH2:5][C:4](=[O:8])[CH:3]=1.[CH3:9][Al](C)C.C[Si](Cl)(C)C.Cl>CCCCCC.C1COCC1>[CH3:1][C:2]1([CH3:9])[CH2:7][CH2:6][CH2:5][C:4](=[O:8])[CH2:3]1. Procedure: 1.1 g (10 mmol) of 3-methyl-cyclohex-2-en-1-one and 28 mg (0.2 mmol) of CuBr are introduced into 15 ml of THF. 11 ml (11 mmol) of a 10% trimethylaluminum solution in hexane and 2.16 g (20 mmol) of trimethylsilyl chloride are added at 0° C. and stirred for 3 hours at room temperature. It is hydrolyzed with 10 ml of 1N hydrochloric acid, extracted with ethyl acetate, and the solvent is evaporated. 1.21 g (97% of theory) of 3,3-dimethylcyclohexanone is obtained. Starting materials: COC(C(C(C1=CC=CC=C1)Cl)=O)=O (3-chloro-2-oxo-3-phenyl-propionic acid methyl ester), C1(CC1)C(N)=S (cyclopropanecarbothioic acid amide). Yields the product COC(=O)C=1N=C(SC1C1=CC=CC=C1)C1CC1 (2-Cyclopropyl-5-phenyl-thiazole-4-carboxylic Acid Methyl Ester). As a reaction SMILES: [CH3:1][O:2][C:3](=[O:14])[C:4](=O)[CH:5](Cl)[C:6]1[CH:11]=[CH:10][CH:9]=[CH:8][CH:7]=1.[CH:15]1([C:18](=[S:20])[NH2:19])[CH2:17][CH2:16]1>>[CH3:1][O:2][C:3]([C:4]1[N:19]=[C:18]([CH:15]2[CH2:17][CH2:16]2)[S:20][C:5]=1[C:6]1[CH:11]=[CH:10][CH:9]=[CH:8][CH:7]=1)=[O:14]. Procedure: prepared by reaction of 3-chloro-2-oxo-3-phenyl-propionic acid methyl ester with cyclopropanecarbothioic acid amide. LC-MS: tR=0.99 min; [M+H]+=260.5. Starting materials: FC=1C=C(C=CC1)CN1C(=CC=2C1=NC=CC2)C(=O)OCC (ethyl 1-[(3-fluorophenyl)methyl]-1H-pyrrolo[2,3-b]pyridine-2-carboxylate), NC1=CC2=C(N(C(=N2)C)C)C=C1 (5-amino-1,2-dimethylbenzimidazole). The product is CN1C(=NC2=C1C=CC(=C2)NC(=O)C2=CC=1C(=NC=CC1)N2CC2=CC(=CC=C2)F)C (N-(1,2-dimethyl-1H-benzimidazol-5-yl)-1-[(3-fluorophenyl)methyl]-1H-pyrrolo[2,3-b]pyridine-2-carboxamide). Isolated yield 86.1%. RXN SMILES: [F:1][C:2]1[CH:3]=[C:4]([CH2:8][N:9]2[C:13]3=[N:14][CH:15]=[CH:16][CH:17]=[C:12]3[CH:11]=[C:10]2[C:18]([O:20]CC)=O)[CH:5]=[CH:6][CH:7]=1.[NH2:23][C:24]1[CH:34]=[CH:33][C:27]2[N:28]([CH3:32])[C:29]([CH3:31])=[N:30][C:26]=2[CH:25]=1>>[CH3:32][N:28]1[C:27]2[CH:33]=[CH:34][C:24]([NH:23][C:18]([C:10]3[N:9]([CH2:8][C:4]4[CH:5]=[CH:6][CH:7]=[C:2]([F:1])[CH:3]=4)[C:13]4=[N:14][CH:15]=[CH:16][CH:17]=[C:12]4[CH:11]=3)=[O:20])=[CH:25][C:26]=2[N:30]=[C:29]1[CH3:31]. Procedure: The process is performed according to the method described in Example 11, starting with 0.4 g (1.34 mmol) of ethyl 1-[(3-fluorophenyl)methyl]-1H-pyrrolo[2,3-b]pyridine-2-carboxylate (Example 5.3) and 0.25 g (1.61 mmol) of 5-amino-1,2-dimethylbenzimidazole. 0.477 g of expected compound is isolated. Starting materials: Sc1ccc(Br)cc1, CC(C)(C)OC(=O)N1CCC(OS(C)(=O)=O)CC1, O=C([O-])[O-], CC#N, [K+], [K+]. Yields the product CC(C)(C)OC(=O)N1CCC(Sc2ccc(Br)cc2)CC1. Reaction SMILES: [Br:19][c:20]1[cH:21][cH:22][c:23]([SH:26])[cH:24][cH:25]1.[C:1](=[O:2])([O:3][C:4]([CH3:5])([CH3:6])[CH3:7])[N:8]1[CH2:9][CH2:10][CH:11]([O:14][S:15]([CH3:16])(=[O:17])=[O:18])[CH2:12][CH2:13]1.[C:27](=[O:28])([O-:29])[O-:30].[CH3:33][C:34]#[N:35].[K+:31].[K+:32]>>[C:1](=[O:2])([O:3][C:4]([CH3:5])([CH3:6])[CH3:7])[N:8]1[CH2:9][CH2:10][CH:11]([S:26][c:23]2[cH:22][cH:21][c:20]([Br:19])[cH:25][cH:24]2)[CH2:12][CH2:13]1.